Task: describe an organic reaction: reactants, conditions, products, and yield. Dataset: the Open Reaction Database (ORD), a public repository of structured organic reaction records Reaction SMILES: [CH2:30]1[O:31][CH2:32][CH2:33][CH2:34]1.[CH3:28][OH:29].[Cl:1][c:2]1[n:3][c:4]([C:9](=[O:10])[NH:11][c:12]2[cH:13][c:14]3[c:15]([cH:16][c:17]([C:19](=[O:20])[O:21][CH2:22][CH3:23])[s:18]3)[cH:24][cH:25]2)[nH:5][c:6]1[CH2:7][CH3:8].[Li+:26].[OH-:27]>>[Cl:1][c:2]1[n:3][c:4]([C:9](=[O:10])[NH:11][c:12]2[cH:13][c:14]3[c:15]([cH:16][c:17]([C:19](=[O:20])[OH:21])[s:18]3)[cH:24][cH:25]2)[nH:5][c:6]1[CH2:7][CH3:8]. Starting materials: C1CCOC1, CO, CCOC(=O)c1cc2ccc(NC(=O)c3nc(Cl)c(CC)[nH]3)cc2s1, [Li+], [OH-]. Product: CCc1[nH]c(C(=O)Nc2ccc3cc(C(=O)O)sc3c2)nc1Cl. Starting materials: N1=CC=C(C2=CC=CC=C12)N1C=C(C=2C1=NC=CC2)C(=O)O (1-(quinolin-4-yl)-1H-pyrrolo[2,3-b]pyridine-3-carboxylic acid), S(=O)(Cl)Cl (thionyl chloride). The product is Cl.ClC(=O)C1=CN(C2=NC=CC=C21)C2=CC=NC1=CC=CC=C21 (3-chlorocarbonyl-1-(quinolin-4-yl)-1H-pyrrolo[2,3-b]pyridine hydrochloride). RXN SMILES: [N:1]1[C:10]2[C:5](=[CH:6][CH:7]=[CH:8][CH:9]=2)[C:4]([N:11]2[C:15]3=[N:16][CH:17]=[CH:18][CH:19]=[C:14]3[C:13]([C:20]([OH:22])=O)=[CH:12]2)=[CH:3][CH:2]=1.S(Cl)([Cl:25])=O>>[ClH:25].[Cl:25][C:20]([C:13]1[C:14]2[C:15](=[N:16][CH:17]=[CH:18][CH:19]=2)[N:11]([C:4]2[C:5]3[C:10](=[CH:9][CH:8]=[CH:7][CH:6]=3)[N:1]=[CH:2][CH:3]=2)[CH:12]=1)=[O:22] |f:2.3|. Procedure: 50 cm3 of thionyl chloride were added to 3.4 g (11.8 mmol) of 1-(quinolin-4-yl)-1H-pyrrolo[2,3-b]pyridine-3-carboxylic acid at a temperature in the region of 20° C. under an argon atmosphere. After stirring at reflux for 2 h, the reaction mixture was concentrated to dryness under reduced pressure (2.7 kPa), triturated twice in succession with 30 cm3 of dichloromethane and then concentrated to dryness under reduced pressure (2.7 kPa) to give 11.8 mmol of 3-chlorocarbonyl-1-(quinolin-4-yl)-1H-pyrr... Reactants: C=O, C1COCCN1, CC(=O)O, CCO, O=C(NCc1ccc(Cl)cc1)c1cnc2sccc2c1O. The product is O=C(NCc1ccc(Cl)cc1)c1cnc2sc(CN3CCOCC3)cc2c1O. Reaction SMILES: [CH2:1]=[O:2].[CH2:3]1[CH2:4][O:5][CH2:6][CH2:7][NH:8]1.[CH3:33][C:34](=[O:35])[OH:36].[CH3:9][CH2:10][OH:11].[Cl:12][c:13]1[cH:14][cH:15][c:16]([CH2:17][NH:18][C:19](=[O:20])[c:21]2[c:22]([OH:30])[c:23]3[c:24]([n:25][cH:26]2)[s:27][cH:28][cH:29]3)[cH:31][cH:32]1>>[CH2:3]1[CH2:4][O:5][CH2:6][CH2:7][N:8]1[CH2:9][c:28]1[s:27][c:24]2[c:23]([c:22]([OH:30])[c:21]([C:19]([NH:18][CH2:17][c:16]3[cH:15][cH:14][c:13]([Cl:12])[cH:32][cH:31]3)=[O:20])[cH:26][n:25]2)[cH:29]1. The reactants are OBO, COc1ccccc1CNC1CCC(N(C)C(=O)OC(C)(C)C)CC1, Cc1ccc(OS(=O)(=O)C(F)(F)F)cn1. The product is COc1ccc(-c2ccc(C)nc2)cc1CNC1CCC(N(C)C(=O)OC(C)(C)C)CC1. RXN SMILES: [BH:1]([OH:2])[OH:3].[C:4](=[O:5])([O:6][C:7]([CH3:8])([CH3:9])[CH3:10])[N:11]([CH:12]1[CH2:13][CH2:14][CH:15]([NH:18][CH2:19][c:20]2[cH:21][cH:22][cH:23][cH:24][c:25]2[O:26][CH3:27])[CH2:16][CH2:17]1)[CH3:28].[F:29][C:30]([F:31])([F:32])[S:33]([O:34][c:35]1[cH:36][n:37][c:38]([CH3:41])[cH:39][cH:40]1)(=[O:42])=[O:43]>>[C:4](=[O:5])([O:6][C:7]([CH3:8])([CH3:9])[CH3:10])[N:11]([CH:12]1[CH2:13][CH2:14][CH:15]([NH:18][CH2:19][c:20]2[cH:21][c:22](-[c:35]3[cH:36][n:37][c:38]([CH3:41])[cH:39][cH:40]3)[cH:23][cH:24][c:25]2[O:26][CH3:27])[CH2:16][CH2:17]1)[CH3:28].